The task is: describe an organic reaction: reactants, conditions, products, and yield. This data is from the Open Reaction Database (ORD), a public repository of structured organic reaction records. The reactants are BrC=1C=CC=2N3C4=C(C=C(C=C4C2C1)O)C(C(=C3)CC=3C=NC=CC3)=O (10-bromo-2-hydroxy-5-(3-pyridylmethyl)-4H-pyrido[3,2,1-jk]carbazole-4-one), ice water, C([O-])([O-])=O.[K+].[K+] (potassium carbonate), C(C)I (Ethyl iodide). Run in CS(=O)C (dimethyl sulfoxide). Reaction conditions: time 30 minute. The product is BrC=1C=CC=2N3C4=C(C=C(C=C4C2C1)OCC)C(C(=C3)CC=3C=NC=CC3)=O (10-bromo-2-ethoxy-5-(3-pyridylmethyl)-4H-pyrido[3,2,1-jk]carbazole-4-one). The yield is 45.0%. As a reaction SMILES: [Br:1][C:2]1[CH:3]=[CH:4][C:5]2[N:6]3[CH:18]=[C:17]([CH2:19][C:20]4[CH:21]=[N:22][CH:23]=[CH:24][CH:25]=4)[C:16](=[O:26])[C:8]4[CH:9]=[C:10]([OH:15])[CH:11]=[C:12]([C:13]=2[CH:14]=1)[C:7]3=4.C(=O)([O-])[O-].[K+].[K+].[CH2:33](I)[CH3:34]>CS(C)=O>[Br:1][C:2]1[CH:3]=[CH:4][C:5]2[N:6]3[CH:18]=[C:17]([CH2:19][C:20]4[CH:21]=[N:22][CH:23]=[CH:24][CH:25]=4)[C:16](=[O:26])[C:8]4[CH:9]=[C:10]([O:15][CH2:33][CH3:34])[CH:11]=[C:12]([C:13]=2[CH:14]=1)[C:7]3=4 |f:1.2.3|. Procedure: 10-bromo-2-hydroxy-5-(3-pyridylmethyl)-4H-pyrido[3,2,1-jk]carbazole-4-one (0.3 g) obtained in Example 2 was suspended in dimethyl sulfoxide (20 ml), and to the suspension was added potassium carbonate (0.2 g), and the mixture was stirred at room temperature for 30 minutes. Ethyl iodide (0.13 ml) was added and the mixture was stirred at 80° C. in a hot water bath for 6 hours. The reaction mixture was poured into ice water, and extracted with ethyl acetate. The ethyl acetate layer was washed with ... The reactants are C1(=CC=CC=C1)C1CCC(CC1)=O (4-phenyl-cyclohexanone), N1CC(C1)NC(=O)CNC(C1=CC(=CC(=C1)C(F)(F)F)C(F)(F)F)=O (N-(azetidin-3-ylcarbamoylmethyl)-3,5-bistrifluoromethyl-benzamide). The product is C1(=CC=CC=C1)C1CCC(CC1)N1CC(C1)NC(=O)CNC(C1=CC(=CC(=C1)C(F)(F)F)C(F)(F)F)=O (N-{[1-(4-Phenyl-cyclohexyl)-azetidin-3-ylcarbamoyl]-methyl}-3,5-bis-trifluoromethyl-benzamide). As a reaction SMILES: [C:1]1([CH:7]2[CH2:12][CH2:11][C:10](=O)[CH2:9][CH2:8]2)[CH:6]=[CH:5][CH:4]=[CH:3][CH:2]=1.[NH:14]1[CH2:17][CH:16]([NH:18][C:19]([CH2:21][NH:22][C:23](=[O:38])[C:24]2[CH:29]=[C:28]([C:30]([F:33])([F:32])[F:31])[CH:27]=[C:26]([C:34]([F:37])([F:36])[F:35])[CH:25]=2)=[O:20])[CH2:15]1>>[C:1]1([CH:7]2[CH2:12][CH2:11][CH:10]([N:14]3[CH2:17][CH:16]([NH:18][C:19]([CH2:21][NH:22][C:23](=[O:38])[C:24]4[CH:29]=[C:28]([C:30]([F:33])([F:32])[F:31])[CH:27]=[C:26]([C:34]([F:35])([F:37])[F:36])[CH:25]=4)=[O:20])[CH2:15]3)[CH2:9][CH2:8]2)[CH:6]=[CH:5][CH:4]=[CH:3][CH:2]=1. Reported procedure: The title compound was prepared as a white solid by reductive amination of 4-phenyl-cyclohexanone (Aldrich) and N-(azetidin-3-ylcarbamoylmethyl)-3,5-bistrifluoromethyl-benzamide (as prepared in the previous step) using the procedure described in Step C of Example 4. Reactants: BrCC(=O)C=1C=NN(C1CC)C1=CC=CC=C1 (2-bromo-1-(5-ethyl-1-phenyl-1H-pyrazol-4-yl)-ethanone), COC(C1=CC(=C(C=C1)C)N)=O (3-amino-4-methyl benzoic acid methyl ester). Solvent: CCO (EtOH). Run at time 6 hour. Yields the product COC(C1=CC(=C(C=C1)C)NCC(=O)C=1C=NN(C1CC)C1=CC=CC=C1)=O (3-[2-(5-ethyl-1-phenyl-1H-pyrazol-4-yl)-2-oxo-ethylamino]-4-methyl-benzoic acid methyl ester). Isolated yield 40.4%. RXN SMILES: Br[CH2:2][C:3]([C:5]1[CH:6]=[N:7][N:8]([C:12]2[CH:17]=[CH:16][CH:15]=[CH:14][CH:13]=2)[C:9]=1[CH2:10][CH3:11])=[O:4].[CH3:18][O:19][C:20](=[O:29])[C:21]1[CH:26]=[CH:25][C:24]([CH3:27])=[C:23]([NH2:28])[CH:22]=1>CCO>[CH3:18][O:19][C:20](=[O:29])[C:21]1[CH:26]=[CH:25][C:24]([CH3:27])=[C:23]([NH:28][CH2:2][C:3]([C:5]2[CH:6]=[N:7][N:8]([C:12]3[CH:17]=[CH:16][CH:15]=[CH:14][CH:13]=3)[C:9]=2[CH2:10][CH3:11])=[O:4])[CH:22]=1. Reported procedure: A solution of 7.20 g (24.6 mmol) of 2-bromo-1-(5-ethyl-1-phenyl-1H-pyrazol-4-yl)-ethanone and 8.52 g (51.6 mmol) of 3-amino-4-methyl benzoic acid methyl ester in EtOH (30 mL) was heated to 75° C. for 16 h. The solution was cooled and allowed to stand at rt for 6 h. The solids were filtered off and washed with cold EtOH to provide 3-[2-(5-ethyl-1-phenyl-1H-pyrazol-4-yl)-2-oxo-ethylamino]-4-methyl-benzoic acid methyl ester as a white powder (3.75 g). ESI MS m/z 378 [C22H23N3O3+H]+. The reactants are C1=CC=CC=2C3=CC=CC=C3C(C12)CCC(=O)Cl (3-(Fluoren-9-yl)propionyl chloride), N[C@@H](CC1=CC=CC=C1)C(=O)O (L-phenylalanine). Solvent: O1CCOCC1 (dioxane), C([O-])([O-])=O.[K+].[K+] (potassium carbonate), O1CCOCC1 (dioxane). Conditions: time 8 hour. Yields the product C1=CC=CC=2C3=CC=CC=C3C(C12)CCC(=O)N[C@@H](CC1=CC=CC=C1)C(=O)O (N-[3-(9H-Fluoren-9-yl)propionyl]-L-Phenylalanine). Reaction SMILES: [CH:1]1[C:13]2[CH:12]([CH2:14][CH2:15][C:16](Cl)=[O:17])[C:11]3[C:6](=[CH:7][CH:8]=[CH:9][CH:10]=3)[C:5]=2[CH:4]=[CH:3][CH:2]=1.[NH2:19][C@H:20]([C:28]([OH:30])=[O:29])[CH2:21][C:22]1[CH:27]=[CH:26][CH:25]=[CH:24][CH:23]=1>O1CCOCC1.C(=O)([O-])[O-].[K+].[K+]>[CH:1]1[C:13]2[CH:12]([CH2:14][CH2:15][C:16]([NH:19][C@H:20]([C:28]([OH:30])=[O:29])[CH2:21][C:22]3[CH:27]=[CH:26][CH:25]=[CH:24][CH:23]=3)=[O:17])[C:11]3[C:6](=[CH:7][CH:8]=[CH:9][CH:10]=3)[C:5]=2[CH:4]=[CH:3][CH:2]=1 |f:3.4.5|. Reported procedure: 3-(Fluoren-9-yl)propionyl chloride (described in Example 33; without crystallization) (3.0 g, 11.7 mmol) in dioxane (40 mL) was added to a stirred solution of L-phenylalanine ((2.0 g, 11.7 mmol) in 75 mL of 10% potassium carbonate solution and 38 mL of dioxane at room temperature. The reaction mixture was stirred overnight. The dioxane was removed under reduced pressure. The residue was diluted with water (100 mL) and extracted with ethyl acetate (4×30 mL). The water solution was treated with No... Starting materials: [Al+3], CCOC(=O)N1CC2N(Cc3ccccc3)CCC2(F)C1, [H-], [H-], [H-], [H-], [K+], [Li+], C1CCOC1, [OH-], O. Yields the product CN1CC2N(Cc3ccccc3)CCC2(F)C1. RXN SMILES: [Al+3:23].[CH2:1]([c:2]1[cH:3][cH:4][cH:5][cH:6][cH:7]1)[N:8]1[CH:9]2[CH2:10][N:11]([C:17]([O:18][CH2:19][CH3:20])=[O:21])[CH2:12][C:13]2([F:16])[CH2:14][CH2:15]1.[H-:22].[H-:25].[H-:26].[H-:27].[K+:30].[Li+:24].[O:31]1[CH2:32][CH2:33][CH2:34][CH2:35]1.[OH-:29].[OH2:28]>>[CH2:1]([c:2]1[cH:3][cH:4][cH:5][cH:6][cH:7]1)[N:8]1[CH:9]2[CH2:10][N:11]([CH3:17])[CH2:12][C:13]2([F:16])[CH2:14][CH2:15]1. Procedure: 1-Bromooctane (332 g, 1.72 mol) was added to a stirring mixture of levulinic acid (200 g, 1.72 mol), tetrabutylammonium bromide (55.1 g, 0.17 mol), and K2CO3 (357 g, 2.58 mol) in DMF (500 mL) drop-wise and stirred at room temperature for overnight. The resulting mixture was diluted in toluene and the organic layer was washed with HCl (10%), brine, and water. The solvent was concentrated in vacuo and the oil was purified by vacuum distillation to afford the product octyl levulinate as a clear oil... As a reaction SMILES: Br[CH2:2][CH2:3][CH2:4][CH2:5][CH2:6][CH2:7][CH2:8][CH3:9].[C:10]([OH:17])(=[O:16])[CH2:11][CH2:12][C:13]([CH3:15])=[O:14].C([O-])([O-])=O.[K+].[K+]>[Br-].C([N+](CCCC)(CCCC)CCCC)CCC.CN(C=O)C.C1(C)C=CC=CC=1>[C:10]([O:17][CH2:2][CH2:3][CH2:4][CH2:5][CH2:6][CH2:7][CH2:8][CH3:9])(=[O:16])[CH2:11][CH2:12][C:13]([CH3:15])=[O:14] |f:2.3.4,5.6|. Solvent: CN(C)C=O (DMF), C1(=CC=CC=C1)C (toluene). Reagents/catalysts: [Br-].C(CCC)[N+](CCCC)(CCCC)CCCC (tetrabutylammonium bromide). Conditions: time 8 hour. Product: C(CCC(=O)C)(=O)OCCCCCCCC (octyl levulinate). Starting materials: BrCCCCCCCC (1-Bromooctane), C(CCC(=O)C)(=O)O (levulinic acid), C(=O)([O-])[O-].[K+].[K+] (K2CO3). Starting materials: NCC1CC(=NO1)Br (5-aminomethyl-3-bromo-4,5-dihydroisoxazole), 6(CH2Cl2), C(C1=CC=CC=C1)OC(=O)N[C@@H](CC1=CC=CC=C1)C(=O)O (N-benzyloxycarbonyl-L-phenylalanine), CN1CCCCC1 (N-methyl piperidine), ClC(=O)OCC(C)C (isobutyl chloroformate). The solvent is C(Cl)(Cl)Cl (CHCl3), C(Cl)(Cl)Cl (CHCl3). Run at time 5 minute. The product is C(C1=CC=CC=C1)OC(=O)N(C([C@@H](N)CC1=CC=CC=C1)=O)CC1CC(=NO1)Br (5-(N-benzyloxycarbonyl-L-phenylalaninamidomethyl)-3-bromo-4,5-dihydroisoxazole). Reaction SMILES: C(OC([NH:11][C@H:12]([C:20]([OH:22])=O)[CH2:13][C:14]1[CH:19]=[CH:18][CH:17]=[CH:16][CH:15]=1)=O)C1C=CC=CC=1.CN1CC[CH2:27][CH2:26][CH2:25]1.Cl[C:31]([O:33][CH2:34][CH:35]([CH3:37])[CH3:36])=[O:32].[NH2:38][CH2:39][CH:40]1[O:44][N:43]=[C:42]([Br:45])[CH2:41]1>C(Cl)(Cl)Cl>[CH2:34]([O:33][C:31]([N:38]([CH2:39][CH:40]1[O:44][N:43]=[C:42]([Br:45])[CH2:41]1)[C:20](=[O:22])[C@H:12]([CH2:13][C:14]1[CH:15]=[CH:16][CH:17]=[CH:18][CH:19]=1)[NH2:11])=[O:32])[C:35]1[CH:37]=[CH:27][CH:26]=[CH:25][CH:36]=1. Reported procedure: To a solution of N-benzyloxycarbonyl-L-phenylalanine, 0.84 gm, at -20° C. in 50 ml of dry CHCl3, was added N-methyl piperidine, 0.34 ml, with stirring under argon. After 5 minutes, isobutyl chloroformate, 0.36 ml, was added dropwise and after 20 minutes, 5-aminomethyl-3-bromo-4,5-dihydroisoxazole, [optically active [α]D23 =+208.6(CH2Cl2)] 0.5 gm, was added dropwise in 10 ml of dry CHCl3. One hour after the addition, the reaction mixture was brought to room temperature and three hours later, the ... Starting materials: CC(C)c1nc(-c2ccc(Br)cc2)oc1CO, ClCCl. As a reaction SMILES: [Br:1][c:2]1[cH:3][cH:4][c:5](-[c:8]2[o:9][c:10]([CH2:16][OH:17])[c:11]([CH:13]([CH3:14])[CH3:15])[n:12]2)[cH:6][cH:7]1.[Cl:18][CH2:19][Cl:20]>>[Br:1][c:2]1[cH:3][cH:4][c:5](-[c:8]2[o:9][c:10]([CH:16]=[O:17])[c:11]([CH:13]([CH3:14])[CH3:15])[n:12]2)[cH:6][cH:7]1. Yields the product CC(C)c1nc(-c2ccc(Br)cc2)oc1C=O.